The task is: describe an organic reaction: reactants, conditions, products, and yield. This data is from the Open Reaction Database (ORD), a public repository of structured organic reaction records. Reactants: ClCCl, CN(C)c1ccccn1, CN(C)C=O, C(=NC1CCCCC1)=NC1CCCCC1, CC(C)C(Nc1ccc(C(F)(F)F)cc1Cl)C(=O)O, C#CCN1C(=O)N(CO)C(=O)C1C. The product is C#CCN1C(=O)N(COC(=O)C(Nc2ccc(C(F)(F)F)cc2Cl)C(C)C)C(=O)C1C. RXN SMILES: [CH2:57]([Cl:58])[Cl:59].[CH3:33][N:34]([c:35]1[cH:36][cH:37][cH:38][cH:39][n:40]1)[CH3:41].[CH3:60][N:61]([CH3:62])[CH:63]=[O:64].[CH:42]1([N:43]=[C:44]=[N:45][CH:46]2[CH2:47][CH2:48][CH2:49][CH2:50][CH2:51]2)[CH2:52][CH2:53][CH2:54][CH2:55][CH2:56]1.[Cl:14][c:15]1[c:16]([NH:25][CH:26]([CH:27]([CH3:28])[CH3:29])[C:30](=[O:31])[OH:32])[cH:17][cH:18][c:19]([C:21]([F:22])([F:23])[F:24])[cH:20]1.[O:1]=[C:2]1[N:3]([CH2:11][C:12]#[CH:13])[CH:4]([CH3:10])[C:5](=[O:9])[N:6]1[CH2:7][OH:8]>>[O:1]=[C:2]1[N:3]([CH2:11][C:12]#[CH:13])[CH:4]([CH3:10])[C:5](=[O:9])[N:6]1[CH2:7][O:8][C:30]([CH:26]([NH:25][c:16]1[c:15]([Cl:14])[cH:20][c:19]([C:21]([F:22])([F:23])[F:24])[cH:18][cH:17]1)[CH:27]([CH3:28])[CH3:29])=[O:31]. Reactants: C1=C(C=CC2=CC=CC=C12)C1C(NC(N1)=O)=O (5-(2-naphthyl) hydantoin), [OH-].[Na+] (sodium hydroxide). The product is NC(C(=O)O)C1=CC2=CC=CC=C2C=C1 (2-Amino-2-(2-naphthyl)acetic acid). Reaction SMILES: [CH:1]1[C:10]2[C:5](=[CH:6][CH:7]=[CH:8][CH:9]=2)[CH:4]=[CH:3][C:2]=1[CH:11]1[NH:15]C(=O)N[C:12]1=[O:17].[OH-:18].[Na+]>>[NH2:15][CH:11]([C:2]1[CH:3]=[CH:4][C:5]2[C:10](=[CH:9][CH:8]=[CH:7][CH:6]=2)[CH:1]=1)[C:12]([OH:17])=[O:18] |f:1.2|. Reported procedure: A solution of 5-(2-naphthyl) hydantoin (10g., 44.5 mmole) in 10% sodium hydroxide solution (50 ml.) was heated under reflux for 18 hours. The solution was cooled, filtered, diluted and treated with concentrated hydrochloric acid to bring the pH to 5.0. The resulting solid was filtered off washed with water and added to 5N-hydrochloric acid (2 L). Insoluble material was filtered off and the filtrate was taken to pH 5.0 with 40% sodium hydroxide solution. On standing, the amino-acid crystallised o... Reactants: Cl, CNC(=O)c1cccc(-c2cccc(C(O)(c3cn(C(c4ccccc4)(c4ccccc4)c4ccccc4)cn3)C(C)C)c2)c1, c1ccncc1. As a reaction SMILES: [ClH:46].[OH:1][C:2]([CH:3]([CH3:4])[CH3:5])([c:6]1[n:7][cH:8][n:9]([C:11]([c:12]2[cH:13][cH:14][cH:15][cH:16][cH:17]2)([c:18]2[cH:19][cH:20][cH:21][cH:22][cH:23]2)[c:24]2[cH:25][cH:26][cH:27][cH:28][cH:29]2)[cH:10]1)[c:30]1[cH:31][c:32](-[c:36]2[cH:37][c:38]([C:42](=[O:43])[NH:44][CH3:45])[cH:39][cH:40][cH:41]2)[cH:33][cH:34][cH:35]1.[n:47]1[cH:48][cH:49][cH:50][cH:51][cH:52]1>>[OH:1][C:2]([CH:3]([CH3:4])[CH3:5])([c:6]1[n:7][cH:8][nH:9][cH:10]1)[c:30]1[cH:31][c:32](-[c:36]2[cH:37][c:38]([C:42](=[O:43])[NH:44][CH3:45])[cH:39][cH:40][cH:41]2)[cH:33][cH:34][cH:35]1. Product: CNC(=O)c1cccc(-c2cccc(C(O)(c3c[nH]cn3)C(C)C)c2)c1. Reaction SMILES: C([O:4][C@@H:5]1[C@@H:10]([O:11]C(=O)C)[C@H:9]([O:15]C(=O)C)[C@@H:8]([CH2:19][O:20]C(=O)C)[O:7][C@H:6]1[O:24][C:25]1[C:29]([CH2:30][C:31]2[CH:36]=[CH:35][C:34]([O:37][CH2:38][CH2:39][CH2:40][NH2:41])=[CH:33][C:32]=2[CH3:42])=[C:28]([CH:43]([CH3:45])[CH3:44])[NH:27][N:26]=1)(=O)C.[NH2:46][C:47]([CH3:51])([CH3:50])[CH2:48][OH:49].NCCN1CC[O:58][CH2:57]C1>>[C@@H:6]1([O:24][C:25]2[C:29]([CH2:30][C:31]3[CH:36]=[CH:35][C:34]([O:37][CH2:38][CH2:39][CH2:40][NH:41][C:57]([NH:46][C:47]([CH3:51])([CH3:50])[CH2:48][OH:49])=[O:58])=[CH:33][C:32]=3[CH3:42])=[C:28]([CH:43]([CH3:45])[CH3:44])[NH:27][N:26]=2)[O:7][C@H:8]([CH2:19][OH:20])[C@@H:9]([OH:15])[C@H:10]([OH:11])[C@H:5]1[OH:4]. Starting materials: C(C)(=O)O[C@H]1[C@@H](O[C@@H]([C@H]([C@@H]1OC(C)=O)OC(C)=O)COC(C)=O)OC1=NNC(=C1CC1=C(C=C(C=C1)OCCCN)C)C(C)C (3-(2,3,4,6-tetra-O-acetyl-β-D-glucopyranosyloxy)-4-{[4-(3-aminopropoxy)-2-methylphenyl]methyl}-5-isopropyl-1H-pyrazole), NC(CO)(C)C (2-amino-2-methyl-1-propanol), NCCN1CCOCC1 (4-(2-aminoethyl)morpholine). Product: [C@@H]1([C@H](O)[C@@H](O)[C@H](O)[C@H](O1)CO)OC1=NNC(=C1CC1=C(C=C(C=C1)OCCCNC(=O)NC(CO)(C)C)C)C(C)C (3-(β-D-Glucopyranosyloxy)-4-{[4-(3-{3-[2-hydroxy-1,1-di-(methyl)ethyl]ureido}propoxy)-2-methylphenyl]methyl}-5-isopropyl-1H-pyrazole). Reported procedure: The title compound was prepared in a similar manner to that described in Example 19 using 3-(2,3,4,6-tetra-O-acetyl-β-D-glucopyranosyloxy)-4-{[4-(3-aminopropoxy)-2-methylphenyl]methyl}-5-isopropyl-1H-pyrazole and 2-amino-2-methyl-1-propanol instead of 3-(2,3,4,6-tetra-O-acetyl-β-D-glucopyranosyloxy)-4-{[4-(3-aminopropoxy)phenyl]methyl}-5-isopropyl-1H-pyrazole and 4-(2-aminoethyl)morpholine, respectively. Reactants: [BH3-]C#N, CN(C)C=O, COC(=O)c1ccc2c(C=O)c[nH]c2c1, [Na+], O, O=S1(=O)CCCC1, Cc1ccc(S(=O)(=O)O)cc1. The product is COC(=O)c1ccc2c(C)c[nH]c2c1. RXN SMILES: [C:27]([BH3-:28])#[N:29].[CH3:32][N:33]([CH3:34])[CH:35]=[O:36].[CH:1](=[O:2])[c:3]1[cH:4][nH:5][c:6]2[cH:7][c:8]([C:12](=[O:13])[O:14][CH3:15])[cH:9][cH:10][c:11]12.[Na+:30].[OH2:31].[S:37]1(=[O:42])(=[O:43])[CH2:38][CH2:39][CH2:40][CH2:41]1.[c:16]1([CH3:17])[cH:18][cH:19][c:20]([S:21]([OH:22])(=[O:23])=[O:24])[cH:25][cH:26]1>>[CH3:1][c:3]1[cH:4][nH:5][c:6]2[cH:7][c:8]([C:12](=[O:13])[O:14][CH3:15])[cH:9][cH:10][c:11]12. Starting materials: COC(=O)c1ccc(C(=O)[O-])cc1, Cc1ccc(C(=O)O)cc1, CO, COC(=O)c1ccc(C)cc1. Product: COC(=O)c1ccc(C(=O)OC)cc1, COC(=O)c1ccc(C)cc1. RXN SMILES: [C:22]([c:23]1[cH:24][cH:25][c:26]([C:27](=[O:28])[O-:29])[cH:30][cH:31]1)(=[O:32])[O:33][CH3:34].[CH3:12][c:13]1[cH:14][cH:15][c:16]([C:17](=[O:18])[OH:19])[cH:20][cH:21]1.[CH3:35][OH:36].[c:1]1([CH3:11])[cH:2][cH:3][c:4]([C:7](=[O:8])[O:9][CH3:10])[cH:5][cH:6]1>>[CH3:12][O:29][C:27]([c:26]1[cH:25][cH:24][c:23]([C:22](=[O:32])[O:33][CH3:34])[cH:31][cH:30]1)=[O:28].[c:1]1([CH3:11])[cH:2][cH:3][c:4]([C:7](=[O:8])[O:9][CH3:10])[cH:5][cH:6]1. The reactants are ClC1=CC=C(C=C1)C(C)Cl (1-(4-chlorophenyl)ethylchloride), SC1=[N+](C=CC=C1)[O-] (2-mercaptopyridine N-oxide), [Na] (sodium). The product is ClC1=CC=C(C=C1)C(C)SC1=[N+](C=CC=C1)[O-] (2-(1-[4-chlorophenyl]ethylthio)-pyridine N-oxide). The yield is 78.0%. As a reaction SMILES: [Cl:1][C:2]1[CH:7]=[CH:6][C:5]([CH:8](Cl)[CH3:9])=[CH:4][CH:3]=1.[SH:11][C:12]1[CH:17]=[CH:16][CH:15]=[CH:14][N+:13]=1[O-:18].[Na]>>[Cl:1][C:2]1[CH:7]=[CH:6][C:5]([CH:8]([S:11][C:12]2[CH:17]=[CH:16][CH:15]=[CH:14][N+:13]=2[O-:18])[CH3:9])=[CH:4][CH:3]=1 |^1:18|. Procedure: The intermediate 2-(1-[4-chlorophenyl]ethylthio)-pyridine N-oxide is prepared from 1-(4-chlorophenyl)ethylchloride and 2-mercaptopyridine N-oxide, sodium salt by the procedure described in Example 2. Melting point 106° - 108° C. Structure confirmed by IR and NMR. Starting materials: C(C)OC(=O)C1=NC(=CC(=C1)OCCCN=[N+]=[N-])C(=O)OCC (diethyl-4-(3-azidopropoxy)-2,6-pyridinedicarboxylate), [BH4-].[Na+] (NaBH4), [H][H] (hydrogen), [Cl-].[Cl-].[Ca+2] (CaCl2). Product: N(=[N+]=[N-])CCCOC1=CC(=NC(=C1)CO)CO (4-(3-Azidopropoxy)-2,6-dihydroxymethylpyridine). Run in ClCCl (dichloromethane), C(C)O (ethanol), O (Water). Conditions: time 2 hour. Reaction SMILES: C([O:3][C:4]([C:6]1[CH:11]=[C:10]([O:12][CH2:13][CH2:14][CH2:15][N:16]=[N+:17]=[N-:18])[CH:9]=[C:8]([C:19](OCC)=[O:20])[N:7]=1)=O)C.[BH4-].[Na+].[Cl-].[Cl-].[Ca+2].[H][H]>ClCCl.C(O)C.O>[N:16]([CH2:15][CH2:14][CH2:13][O:12][C:10]1[CH:11]=[C:6]([CH2:4][OH:3])[N:7]=[C:8]([CH2:19][OH:20])[CH:9]=1)=[N+:17]=[N-:18] |f:1.2,3.4.5|. Procedure details: To a stirred solution of diethyl-4-(3-azidopropoxy)-2,6-pyridinedicarboxylate (4.2 mmol) in dichloromethane (10 mL) and absolute ethanol (15 mL), was added in portions, NaBH4 (4.2 mmol) at 25° C. Powdered CaCl2 (4.2 mmol) was added cautiously in small portions and the evolution of hydrogen was allowed to cease before each further addition. The reaction mixture was stirred for 2 hours. Water (100 mL) was added and the reaction mixture was extracted several times with ethyl acetate. The ethyl acet... Reactants: N1(CCOCC1)CC1(CCOCC1)C1=CC=C(C=C1)O (4-[4-(morpholin-4-ylmethyl)tetrahydro-2H-pyran-4-yl]phenol), C1=CC=C(C=C1)P(C2=CC=CC=C2)C3=CC=CC=C3 (PPh3), CC(C)OC(=O)/N=N/C(=O)OC(C)C (DIAD), C(C)(C)N1CCC(CC1)O (1-isopropyl-4-hydroxypiperidine), C(C)(C)N1CCC(CC1)O (1-isopropyl-4-hydroxypiperidine), intermediate 55. The product is C(C)(C)N1CCC(CC1)OC1=CC=C(C=C1)C1(CCOCC1)CN1CCOCC1 (4-[(4-{4-[(1-isopropylpiperidin-4-yl)oxy]phenyl}tetrahydro-2H-pyran-4-yl)methyl]-morpholine). The yield is 12.0%. RXN SMILES: [N:1]1([CH2:7][C:8]2([C:14]3[CH:19]=[CH:18][C:17]([OH:20])=[CH:16][CH:15]=3)[CH2:13][CH2:12][O:11][CH2:10][CH2:9]2)[CH2:6][CH2:5][O:4][CH2:3][CH2:2]1.[CH:21]([N:24]1[CH2:29][CH2:28][CH:27](O)[CH2:26][CH2:25]1)([CH3:23])[CH3:22].C1C=CC(P(C2C=CC=CC=2)C2C=CC=CC=2)=CC=1.CC(OC(/N=N/C(OC(C)C)=O)=O)C>>[CH:21]([N:24]1[CH2:29][CH2:28][CH:27]([O:20][C:17]2[CH:16]=[CH:15][C:14]([C:8]3([CH2:7][N:1]4[CH2:2][CH2:3][O:4][CH2:5][CH2:6]4)[CH2:13][CH2:12][O:11][CH2:10][CH2:9]3)=[CH:19][CH:18]=2)[CH2:26][CH2:25]1)([CH3:23])[CH3:22]. Procedure details: The title compound (52 mg, 12%) was prepared using 4-[4-(morpholin-4-ylmethyl)tetrahydro-2H-pyran-4-yl]phenol, 1-isopropyl-4-hydroxypiperidine (step 1 of intermediate 21), PPh3 and DIAD similarly to the procedure used for intermediate 55. 1H NMR (400 MHz, CD3OD) δ 1.09 (d, 6H), 1.74-1.80 (m, 2H), 1.83-1.90 (m, 2H), 1.98-2.04 (m, 2H), 2.12-2.18 (m, 6H), 2.40 (s, 2H), 2.47 (t, 2H), 2.75 (m, 1H), 2.80-2.85 (m, 2H), 3.47-3.54 (m, 6H), 3.71-3.77 (m, 2H), 4.36 (m, 1H), 6.90 (d, 2H), 7.28 (d, 2H). HRMS...